The task is: describe an organic reaction: reactants, conditions, products, and yield. This data is from the Open Reaction Database (ORD), a public repository of structured organic reaction records. Reactants: CN1CCCC1=O, CC(C)[Si](Cl)(C(C)C)C(C)C, Clc1cnc2[nH]cc(I)c2c1, [H-], [Na+]. Product: CC(C)[Si](C(C)C)(C(C)C)n1cc(I)c2cc(Cl)cnc21. Reaction SMILES: [CH3:25][N:26]1[CH2:27][CH2:28][CH2:29][C:30]1=[O:31].[CH:14]([CH3:15])([CH3:16])[Si:17]([CH:18]([CH3:19])[CH3:20])([CH:21]([CH3:22])[CH3:23])[Cl:24].[Cl:1][c:2]1[cH:3][c:4]2[c:5]([n:6][cH:7]1)[nH:8][cH:9][c:10]2[I:11].[H-:13].[Na+:12]>>[Cl:1][c:2]1[cH:3][c:4]2[c:5]([n:6][cH:7]1)[n:8]([Si:17]([CH:14]([CH3:15])[CH3:16])([CH:18]([CH3:19])[CH3:20])[CH:21]([CH3:22])[CH3:23])[cH:9][c:10]2[I:11].